Task: describe an organic reaction: reactants, conditions, products, and yield. Dataset: the Open Reaction Database (ORD), a public repository of structured organic reaction records Starting materials: CC1=C(C=C(C=C1)NC(=O)C1=CC(=NC=C1)N1CCOCC1)NC(C1=C(C=CC(=C1)N(C)CCCN(C)C)[N+](=O)[O-])=O (N-[2-methyl-5-(2-morpholinopyrid-4-ylcarbonylamino)phenyl]-5-[N-(3-dimethylaminopropyl)-N-methylamino]-2-nitrobenzamide). Reagents/catalysts: [Pd] (palladium-on-carbon). The solvent is CO (methanol). Product: CC1=C(C=C(C=C1)NC(=O)C1=CC(=NC=C1)N1CCOCC1)NC(C1=C(C=CC(=C1)N(C)CCCN(C)C)N)=O (N-[2-methyl-5-(2-morpholinopyrid-4-ylcarbonylamino)phenyl]-2-amino-5-[N-(3-dimethylaminopropyl)-N-methylamino]benzamide). The yield is 71.9%. RXN SMILES: [CH3:1][C:2]1[CH:7]=[CH:6][C:5]([NH:8][C:9]([C:11]2[CH:16]=[CH:15][N:14]=[C:13]([N:17]3[CH2:22][CH2:21][O:20][CH2:19][CH2:18]3)[CH:12]=2)=[O:10])=[CH:4][C:3]=1[NH:23][C:24](=[O:42])[C:25]1[CH:30]=[C:29]([N:31]([CH2:33][CH2:34][CH2:35][N:36]([CH3:38])[CH3:37])[CH3:32])[CH:28]=[CH:27][C:26]=1[N+:39]([O-])=O>[Pd].CO>[CH3:1][C:2]1[CH:7]=[CH:6][C:5]([NH:8][C:9]([C:11]2[CH:16]=[CH:15][N:14]=[C:13]([N:17]3[CH2:18][CH2:19][O:20][CH2:21][CH2:22]3)[CH:12]=2)=[O:10])=[CH:4][C:3]=1[NH:23][C:24](=[O:42])[C:25]1[CH:30]=[C:29]([N:31]([CH2:33][CH2:34][CH2:35][N:36]([CH3:38])[CH3:37])[CH3:32])[CH:28]=[CH:27][C:26]=1[NH2:39]. Procedure: A mixture of N-[2-methyl-5-(2-morpholinopyrid-4-ylcarbonylamino)phenyl]-5-[N-(3-dimethylaminopropyl)-N-methylamino]-2-nitrobenzamide (0.22 g), 10% palladium-on-carbon (0.02 g) and methanol (15 ml) was stirred under an atmosphere of hydrogen gas. After cessation of hydrogen uptake, the catalyst was removed by filtration through diatomaceous earth and the filtrate was evaporated. There was thus obtained the title compound (0.15 g); Mass Spectrum M+H+ 546. The reactants are BrCC1=C(C=CC(=C1)C(F)(F)F)C1(CCC(CC1)C#N)OC (4-(2 (bromomethyl)-4-(trifluoromethyl)phenyl)-4-methoxycyclohexanecarbonitrile), [H-].[Na+] (sodium hydride), FC(C=1C=C(CNC=2N=NN(N2)C)C=C(C1)C(F)(F)F)(F)F (N-(3,5-bis(trifluoromethyl)benzyl)-2-methyl-2H-tetrazole-5-amine), [H-].[Na+] (sodium hydride), Cl (HCl). Run in C1CCOC1 (THF), C1CCOC1 (THF), O (Water). Run at time 5 minute. Yields the product FC(C=1C=C(CN(C=2N=NN(N2)C)CC2=C(C=CC(=C2)C(F)(F)F)C2(CCC(CC2)C#N)OC)C=C(C1)C(F)(F)F)(F)F (4-(2-(((3,5-Bis(trifluoromethyl)benzyl)(2-methyl-2H-tetrazol-5-yl)amino)methyl)-4-(trifluoromethyl)phenyl)-4-methoxycyclohexanecarbonitrile). The yield is 119.4%. RXN SMILES: [F:1][C:2]([F:22])([F:21])[C:3]1[CH:4]=[C:5]([CH:14]=[C:15]([C:17]([F:20])([F:19])[F:18])[CH:16]=1)[CH2:6][NH:7][C:8]1[N:9]=[N:10][N:11]([CH3:13])[N:12]=1.[H-].[Na+].Br[CH2:26][C:27]1[CH:32]=[C:31]([C:33]([F:36])([F:35])[F:34])[CH:30]=[CH:29][C:28]=1[C:37]1([O:45][CH3:46])[CH2:42][CH2:41][CH:40]([C:43]#[N:44])[CH2:39][CH2:38]1.Cl>C1COCC1.O>[F:18][C:17]([F:19])([F:20])[C:15]1[CH:14]=[C:5]([CH:4]=[C:3]([C:2]([F:1])([F:21])[F:22])[CH:16]=1)[CH2:6][N:7]([CH2:26][C:27]1[CH:32]=[C:31]([C:33]([F:34])([F:35])[F:36])[CH:30]=[CH:29][C:28]=1[C:37]1([O:45][CH3:46])[CH2:38][CH2:39][CH:40]([C:43]#[N:44])[CH2:41][CH2:42]1)[C:8]1[N:9]=[N:10][N:11]([CH3:13])[N:12]=1 |f:1.2|. Reported procedure: To a solution of N-(3,5-bis(trifluoromethyl)benzyl)-2-methyl-2H-tetrazole-5-amine (285 mg, 0.877 mmol) in anhydrous THF (5 mL) was added sodium hydride (60% dispersion in mineral oil, 105 mg, 2.63 mol) and the mixture was stirred for 5 minutes then a solution of 4-(2 (bromomethyl)-4-(trifluoromethyl)phenyl)-4-methoxycyclohexanecarbonitrile (330 mg, 0.877 mmol) in anhydrous THF (5 mL) was added. A further aliquot of sodium hydride (52 mg, 1.3 mmol) was added. The solution was stirred at room temp... The reactants are CCCC[Sn](Cl)(CCCC)CCCC, C1CCOC1, CC(C)[N-]C1CCCCC1, [Li+], CCOP(=O)(OCC)c1ccco1. RXN SMILES: [CH2:25]([CH2:26][CH2:27][CH3:28])[Sn:29]([CH2:30][CH2:31][CH2:32][CH3:33])([CH2:34][CH2:35][CH2:36][CH3:37])[Cl:38].[CH2:39]1[O:40][CH2:41][CH2:42][CH2:43]1.[CH:14]([N-:15][CH:16]1[CH2:17][CH2:18][CH2:19][CH2:20][CH2:21]1)([CH3:22])[CH3:23].[Li+:24].[o:1]1[c:2]([P:6]([O:7][CH2:8][CH3:9])(=[O:10])[O:11][CH2:12][CH3:13])[cH:3][cH:4][cH:5]1>>[o:1]1[c:2]([P:6]([O:7][CH2:8][CH3:9])(=[O:10])[O:11][CH2:12][CH3:13])[cH:3][cH:4][c:5]1[Sn:29]([CH2:25][CH2:26][CH2:27][CH3:28])([CH2:30][CH2:31][CH2:32][CH3:33])[CH2:34][CH2:35][CH2:36][CH3:37]. The product is CCCC[Sn](CCCC)(CCCC)c1ccc(P(=O)(OCC)OCC)o1. Reactants: O=C([O-])O, CNCC(C)N1c2ccccc2Sc2ccc(C#N)cc21, CN(C)C=O, CCOC(C)=O, CCCI, [Na+]. Yields the product CCCN(C)CC(C)N1c2ccccc2Sc2ccc(C#N)cc21. Reaction SMILES: [C:26](=[O:27])([O-:28])[OH:29].[CH3:1][NH:2][CH2:3][CH:4]([CH3:5])[N:6]1[c:7]2[cH:8][cH:9][cH:10][cH:11][c:12]2[S:13][c:14]2[cH:15][cH:16][c:17]([C:20]#[N:21])[cH:18][c:19]21.[CH3:31][N:32]([CH3:33])[CH:34]=[O:35].[CH3:36][CH2:37][O:38][C:39](=[O:40])[CH3:41].[I:22][CH2:23][CH2:24][CH3:25].[Na+:30]>>[CH3:1][N:2]([CH2:3][CH:4]([CH3:5])[N:6]1[c:7]2[cH:8][cH:9][cH:10][cH:11][c:12]2[S:13][c:14]2[cH:15][cH:16][c:17]([C:20]#[N:21])[cH:18][c:19]21)[CH2:23][CH2:24][CH3:25]. Reactants: CS(C)=O, O=[N+]([O-])c1ccc(F)cc1F, [Li+], N#Cc1cc(C(F)(F)F)ccc1N, [OH-], O, O. Yields the product N#Cc1cc(C(F)(F)F)ccc1Nc1cc(F)ccc1[N+](=O)[O-]. As a reaction SMILES: [CH3:29][S:30]([CH3:31])=[O:32].[F:1][c:2]1[c:3]([N+:9](=[O:10])[O-:11])[cH:4][cH:5][c:6]([F:8])[cH:7]1.[Li+:27].[NH2:12][c:13]1[c:14]([C:15]#[N:16])[cH:17][c:18]([C:21]([F:22])([F:23])[F:24])[cH:19][cH:20]1.[OH-:26].[OH2:25].[OH2:28]>>[c:2]1([NH:12][c:13]2[c:14]([C:15]#[N:16])[cH:17][c:18]([C:21]([F:22])([F:23])[F:24])[cH:19][cH:20]2)[c:3]([N+:9](=[O:10])[O-:11])[cH:4][cH:5][c:6]([F:8])[cH:7]1. The reactants are [Al+3], [H-], [H-], [H-], [H-], [Li+], C1CCOC1, COC(=O)CC=Cc1ccccc1. Product: OCCC=Cc1ccccc1. RXN SMILES: [Al+3:15].[H-:14].[H-:17].[H-:18].[H-:19].[Li+:16].[O:20]1[CH2:21][CH2:22][CH2:23][CH2:24]1.[c:1]1([CH:7]=[CH:8][CH2:9][C:10](=[O:11])[O:12][CH3:13])[cH:2][cH:3][cH:4][cH:5][cH:6]1>>[c:1]1([CH:7]=[CH:8][CH2:9][CH2:10][OH:11])[cH:2][cH:3][cH:4][cH:5][cH:6]1. Starting materials: COC1=C(/C=C/S(=O)(=O)NC2=CC(=C(C=C2)OC)NC(C2=CC(=CC(=C2)[N+](=O)[O-])[N+](=O)[O-])=O)C(=CC(=C1)OC)OC ((E)-2,4,6-trimethoxystyryl-N-[3-(3,5-dinitrobenzamido)-4-methoxyphenyl]sulfonamide), S(=O)([O-])S(=O)[O-].[Na+].[Na+] (sodium hydrosulfite). The product is COC1=C(/C=C/S(=O)(=O)NC2=CC(=C(C=C2)OC)NC(C2=CC(=CC(=C2)N)N)=O)C(=CC(=C1)OC)OC ((E)-2,4,6-Trimethoxystyryl-N-[3-(3,5-diaminobenzamido)-4-methoxy-phenyl]sulfonamide). Reaction SMILES: [CH3:1][O:2][C:3]1[CH:37]=[C:36]([O:38][CH3:39])[CH:35]=[C:34]([O:40][CH3:41])[C:4]=1/[CH:5]=[CH:6]/[S:7]([NH:10][C:11]1[CH:16]=[CH:15][C:14]([O:17][CH3:18])=[C:13]([NH:19][C:20](=[O:33])[C:21]2[CH:26]=[C:25]([N+:27]([O-])=O)[CH:24]=[C:23]([N+:30]([O-])=O)[CH:22]=2)[CH:12]=1)(=[O:9])=[O:8].S(S([O-])=O)([O-])=O.[Na+].[Na+]>>[CH3:1][O:2][C:3]1[CH:37]=[C:36]([O:38][CH3:39])[CH:35]=[C:34]([O:40][CH3:41])[C:4]=1/[CH:5]=[CH:6]/[S:7]([NH:10][C:11]1[CH:16]=[CH:15][C:14]([O:17][CH3:18])=[C:13]([NH:19][C:20](=[O:33])[C:21]2[CH:26]=[C:25]([NH2:27])[CH:24]=[C:23]([NH2:30])[CH:22]=2)[CH:12]=1)(=[O:8])=[O:9] |f:1.2.3|. Reported procedure: A solution of (E)-2,4,6-trimethoxystyryl-N-[3-(3,5-dinitrobenzamido)-4-methoxyphenyl]sulfonamide (Example 5) is reduced by following the sodium hydrosulfite reduction procedure as described in General Method B to give the title compound. The reactants are [BH4-].[Na+] (NaBH4), Cl (HCl), Cl (HCl), [BH4-].[Na+] (NaBH4), SC(C)O (mercaptoethanol), [OH-].[Na+] (NaOH), O.O.C(CC[C@@H](C(=O)O)NC(=O)C1=CC=C(NCC2=CN=C3N=C(N)NC(=O)C3=N2)C=C1)(=O)O (folic acid dihydrate), O=C1C(O)=C(O)[C@H](O1)[C@@H](O)CO (ascorbic acid). Solvent: O (H2O), O (water), O (H2O). Conditions: time 30 minute. Product: C(CC[C@@H](C(=O)O)NC(=O)C1=CC=C(NCC2CNC=3N=C(N)NC(=O)C3N2)C=C1)(=O)O (tetrahydrofolic acid). Isolated yield 0.0%. As a reaction SMILES: O.O.[C:3]([OH:34])(=[O:33])[CH2:4][CH2:5][C@H:6]([NH:10][C:11]([C:13]1[CH:32]=[CH:31][C:16]([NH:17][CH2:18][C:19]2[N:30]=[C:29]3[C:22]([N:23]=[C:24]([NH:26][C:27]3=[O:28])[NH2:25])=[N:21][CH:20]=2)=[CH:15][CH:14]=1)=[O:12])[C:7]([OH:9])=[O:8].[OH-].[Na+].[BH4-].[Na+].Cl.O=C1O[C@H]([C@H](CO)O)C(O)=C1O.SC(O)C>O>[C:3]([OH:34])(=[O:33])[CH2:4][CH2:5][C@H:6]([NH:10][C:11]([C:13]1[CH:14]=[CH:15][C:16]([NH:17][CH2:18][CH:19]2[NH:30][C:29]3[C:27](=[O:28])[NH:26][C:24]([NH2:25])=[N:23][C:22]=3[NH:21][CH2:20]2)=[CH:31][CH:32]=1)=[O:12])[C:7]([OH:9])=[O:8] |f:0.1.2,3.4,5.6|. Procedure details: To a suspension of folic acid dihydrate (47.8 g, 100 mmol) in deaerated H2O (1,000 ml), which was cooled in an ice bath, was added slowly with stirring 50% NaOH (10.5 ml). The resulting dark yellow solution (pH 8.0, meter) was treated over a 10-min period with a solution of NaBH4 (58 g) in H2O (150 ml). The solution was stirred for an additional 30 min, the pH increasing during this period from 8.4 to 8.8. Excess NaBH4 was decomposed by the addition of 6 N HCl (caution, vigorous effervescence) u...